From a dataset of the Open Reaction Database (ORD), a public repository of structured organic reaction records. describe an organic reaction: reactants, conditions, products, and yield Reactants: C(C)(C)(C)OC(=O)NC1=CC=C2C(=C(N(C2=C1)CC1=C(C=CC=C1)Cl)CCC)C(C(C)C)=O (6-tert-butoxycarbonylamino-1-(2-chlorobenzyl)-3-isobutyryl-2-propylindole), Cl (hydrogen chloride). The solvent is C(C)(=O)OCC (ethyl acetate), C(C)(=O)OCC (ethyl acetate), [OH-].[Na+] (sodium hydroxide). Run at temperature 20 celsius, time 6.5 hour. Product: NC1=CC=C2C(=C(N(C2=C1)CC1=C(C=CC=C1)Cl)CCC)C(C(C)C)=O (6-amino-1-(2-chlorobenzyl)-3-isobutyryl-2-propylindole). Isolated yield 79.0%. RXN SMILES: C(OC([NH:8][C:9]1[CH:17]=[C:16]2[C:12]([C:13]([C:29](=[O:33])[CH:30]([CH3:32])[CH3:31])=[C:14]([CH2:26][CH2:27][CH3:28])[N:15]2[CH2:18][C:19]2[CH:24]=[CH:23][CH:22]=[CH:21][C:20]=2[Cl:25])=[CH:11][CH:10]=1)=O)(C)(C)C.Cl>C(OCC)(=O)C.[OH-].[Na+]>[NH2:8][C:9]1[CH:17]=[C:16]2[C:12]([C:13]([C:29](=[O:33])[CH:30]([CH3:32])[CH3:31])=[C:14]([CH2:26][CH2:27][CH3:28])[N:15]2[CH2:18][C:19]2[CH:24]=[CH:23][CH:22]=[CH:21][C:20]=2[Cl:25])=[CH:11][CH:10]=1 |f:3.4|. Procedure details: To a stirred solution of 6-tert-butoxycarbonylamino-1-(2-chlorobenzyl)-3-isobutyryl-2-propylindole (581 mg) in ethyl acetate (5 ml) was added 4N hydrogen chloride in ethyl acetate (5 ml) at 20° C. The reaction mixture was stirred at 20° C. for 6.5 hours, then diluted with 1N aqueous sodium hydroxide and extracted. The organic phase was dried over magnesium sulfate and evaporated in vacuo. The residue was chromatographed on silica gel eluting with a mixture of ethyl acetate and hexane (1:6 to 1:4...